Dataset: the Open Reaction Database (ORD), a public repository of structured organic reaction records. Task: describe an organic reaction: reactants, conditions, products, and yield Starting materials: COC1=C(C(=C(C2=CC=CC=C12)OC)C)C=O (1,4-dimethoxy-3-methyl-2-naphthaldehyde), COC1=C(C=C(C2=CC=CC=C12)OC)/C=C(/C(=O)OCC)\C (Ethyl (E)-3-(1,4-dimethoxynaphthalen-2-yl)-2-methylpropenoate). Product: COC1=C(C(=C(C2=CC=CC=C12)OC)C)/C=C(/C(=O)OCC)\CCCC (Ethyl (E)-3-(1,4-dimethoxy-3-methylnaphthalen-2-yl)-2-butylpropenoate), product. Yield: 34.0%. Reaction SMILES: [CH3:1][O:2][C:3]1[C:12]2[C:7](=[CH:8][CH:9]=[CH:10][CH:11]=2)[C:6]([O:13][CH3:14])=[C:5]([CH3:15])[C:4]=1[CH:16]=O.CO[C:20]1[C:29]2C(=CC=CC=2)C(OC)=C[C:21]=1/[CH:32]=[C:33](\C)/[C:34]([O:36][CH2:37][CH3:38])=[O:35]>>[CH3:1][O:2][C:3]1[C:12]2[C:7](=[CH:8][CH:9]=[CH:10][CH:11]=2)[C:6]([O:13][CH3:14])=[C:5]([CH3:15])[C:4]=1/[CH:16]=[C:33](\[CH2:32][CH2:21][CH2:20][CH3:29])/[C:34]([O:36][CH2:37][CH3:38])=[O:35]. Reported procedure: Compound 98b was prepared from 34 (0.383 g, 1.67 mmol) as described above for 28a to give 0.209 g (0.58 mmol, 34%) of the product as a colorless oil following flash chromatography (1:9 EtOAc:hexanes) and recrystallization from Et2O/hexanes. Starting materials: BrC=1C=C2CC(N(C2=CC1)C(OCC)OCC)=O (5-Bromo-1-diethoxymethyloxindole), [H-].[Na+] (sodium hydride), ClC1=NC=NC2=CC(=C(C=C12)OC)OCCOC (4-chloro-6-methoxy-7-(2-methoxyethoxy)quinazoline). The solvent is C1CCOC1 (THF). Run at time 2 hour. Product: BrC=1C=C2C(C(N(C2=CC1)C(OCC)OCC)=O)C1=NC=NC2=CC(=C(C=C12)OC)OCCOC (4-(5-bromo-1-diethoxymethyloxindol-3-yl)-6-methoxy-7-(2-methoxyethoxy)quinazoline). Isolated yield 73.2%. As a reaction SMILES: [Br:1][C:2]1[CH:3]=[C:4]2[C:8](=[CH:9][CH:10]=1)[N:7]([CH:11]([O:15][CH2:16][CH3:17])[O:12][CH2:13][CH3:14])[C:6](=[O:18])[CH2:5]2.[H-].[Na+].Cl[C:22]1[C:31]2[C:26](=[CH:27][C:28]([O:34][CH2:35][CH2:36][O:37][CH3:38])=[C:29]([O:32][CH3:33])[CH:30]=2)[N:25]=[CH:24][N:23]=1>C1COCC1>[Br:1][C:2]1[CH:3]=[C:4]2[C:8](=[CH:9][CH:10]=1)[N:7]([CH:11]([O:12][CH2:13][CH3:14])[O:15][CH2:16][CH3:17])[C:6](=[O:18])[CH:5]2[C:22]1[C:31]2[C:26](=[CH:27][C:28]([O:34][CH2:35][CH2:36][O:37][CH3:38])=[C:29]([O:32][CH3:33])[CH:30]=2)[N:25]=[CH:24][N:23]=1 |f:1.2|. Reported procedure: 5-Bromo-1-diethoxymethyloxindole (942 mg, 3 mmol) and sodium hydride (138 mg, 5.8 mmol, pre-washed with petroleum ether) were added successively to a solution of 4-chloro-6-methoxy-7-(2-methoxyethoxy)quinazoline (269 mg, 1 mmol), (prepared as described for the starting material in Example 2), in THF (25 ml) at ambient temperature. After stirning for 2 hours at ambient temperature, the volatiles were removed by evaporation and the residue dissolved in methylene chloride. The solution was washed w... As a reaction SMILES: Cl[C:2]1[N:7]2[C:8]([CH3:20])=[N:9][C:10]([C:11]3[C:16]([CH3:17])=[CH:15][C:14]([CH3:18])=[CH:13][C:12]=3[CH3:19])=[C:6]2[N:5]=[C:4]([CH3:21])[C:3]=1[CH2:22][CH2:23]Cl.[NH2:25][CH:26]([CH2:29][CH3:30])[CH2:27][CH3:28]>>[CH2:27]([CH:26]([N:25]1[C:2]2[N:7]3[C:8]([CH3:20])=[N:9][C:10]([C:11]4[C:16]([CH3:17])=[CH:15][C:14]([CH3:18])=[CH:13][C:12]=4[CH3:19])=[C:6]3[N:5]=[C:4]([CH3:21])[C:3]=2[CH2:22][CH2:23]1)[CH2:29][CH3:30])[CH3:28]. Reactants: ClC1=C(C(=NC=2N1C(=NC2C2=C(C=C(C=C2C)C)C)C)C)CCCl (4-chloro-3-(2-chloroethyl)-8-mesityl-2,6-dimethylimidazo[1,5-a]pyrimidine), NC(CC)CC (3-aminopentane). Conditions: time 8 hour. Reported procedure: A solution of 4-chloro-3-(2-chloroethyl)-8-mesityl-2,6-dimethylimidazo[1,5-a]pyrimidine (139 mg, 0.38 mmol) in 3-aminopentane (10 mL) was heated under reflux for five days. After overnight, the residue was purified by dry pack silica gel column chromatography (25-40% ethyl acetate/hexane), to give the title compound (69 mg) as pale yellow crystals. Product: C(C)C(CC)N1CCC=2C(=NC=3N(C21)C(=NC3C3=C(C=C(C=C3C)C)C)C)C (1-(1-Ethylpropyl)-6-mesityl-4,8-dimethyl-2,3-dihydro-1H-imidazo[1,5-a]pyrrolo[3,2-e]pyrimidine). Reactants: O=C1C2=C(C=CC3=C1C=CC(=C3)C(C=O)C)C=CC=C2 (2-(5-oxo-5H-dibenzo[a,d]cyclohepten-2 -yl)propanal), CO (methanol), Cl.NNC(=O)N (semicarbazide hydrochloride). The reagents and catalysts are N1=CC=CC=C1 (pyridine). The solvent is O (water), O (water). Product: O=C1C2=C(C=CC3=C1C=CC(=C3)C(C=NNC(=O)N)C)C=CC=C2 (2-(5-oxo-5H-dibenzo[a,d]-cyclohepten-2-yl)propanal semicarbazone). As a reaction SMILES: [O:1]=[C:2]1[C:8]2[CH:9]=[CH:10][C:11]([CH:13]([CH3:16])[CH:14]=O)=[CH:12][C:7]=2[CH:6]=[CH:5][C:4]2[CH:17]=[CH:18][CH:19]=[CH:20][C:3]1=2.CO.Cl.[NH2:24][NH:25][C:26]([NH2:28])=[O:27]>N1C=CC=CC=1.O>[O:1]=[C:2]1[C:8]2[CH:9]=[CH:10][C:11]([CH:13]([CH3:16])[CH:14]=[N:24][NH:25][C:26]([NH2:28])=[O:27])=[CH:12][C:7]=2[CH:6]=[CH:5][C:4]2[CH:17]=[CH:18][CH:19]=[CH:20][C:3]1=2 |f:2.3|. Procedure details: To a solution of 0.288 g. of 2-(5-oxo-5H-dibenzo[a,d]cyclohepten-2 -yl)propanal in 3 ml. of methanol is added a solution of 0.111 g. of semicarbazide hydrochloride in 0.5 ml. of water, followed by 1 drop of pyridine. The mixture is refluxed briefly and then poured into water. The product is extracted with ethyl acetate and the extract washed, dried and evaporated to afford, upon crystallization from ethyl acetate/hexane, 2-(5-oxo-5H-dibenzo[a,d]-cyclohepten-2-yl)propanal semicarbazone. Starting materials: [Li+].C[Si](C)(C)[N-][Si](C)(C)C (LiHMDS), CN(C1CN(CC1)C1=CC=C2C(=N1)NC(=N2)CC(=O)OCC)C (ethyl {5-[3-(dimethylamino)pyrrolidin-1-yl]-3H-imidazo[4,5-b]pyridin-2-yl}acetate), NC1=C(C=CC=C1)C#N (2-aminobenzenecarbonitrile). The solvent is C1CCOC1 (THF), C1CCOC1 (THF). Run at time 10 minute. Product: NC1=C(C(NC2=CC=CC=C12)=O)C1=NC=2C(=NC(=CC2)N2CC(CC2)N(C)C)N1 (4-Amino-3-{5-[3-(dimethylamino)pyrrolidin-1-yl]-3H-imidazo[4,5-b]pyridin-2-yl}quinolin-2(1H)-one). As a reaction SMILES: [Li+].C[Si]([N-][Si](C)(C)C)(C)C.[CH3:11][N:12]([CH3:33])[CH:13]1[CH2:17][CH2:16][N:15]([C:18]2[N:23]=[C:22]3[NH:24][C:25]([CH2:27][C:28]([O:30]CC)=O)=[N:26][C:21]3=[CH:20][CH:19]=2)[CH2:14]1.[NH2:34][C:35]1[CH:40]=[CH:39][CH:38]=[CH:37][C:36]=1[C:41]#[N:42]>C1COCC1>[NH2:42][C:41]1[C:36]2[C:35](=[CH:40][CH:39]=[CH:38][CH:37]=2)[NH:34][C:28](=[O:30])[C:27]=1[C:25]1[NH:24][C:22]2=[N:23][C:18]([N:15]3[CH2:16][CH2:17][CH:13]([N:12]([CH3:11])[CH3:33])[CH2:14]3)=[CH:19][CH:20]=[C:21]2[N:26]=1 |f:0.1|. Procedure: LiHMDS (3.5 eq) was added to ethyl {5-[3-(dimethylamino)pyrrolidin-1-yl]-3H-imidazo[4,5-b]pyridin-2-yl}acetate (1.0 eq) in THF at −40° C. After 10 minutes, a solution of 2-aminobenzenecarbonitrile (1.1 eq) in THF was added. The resulting mixture was allowed to warm to room temperature, stirred for 1 h and then heated to 60° C. overnight. The mixture was cooled to room temperature and quenched with NH4Cl (aq, saturated). The aqueous phase was extracted with CH2Cl2 (5 times). The product crashes o...